From a dataset of the Open Reaction Database (ORD), a public repository of structured organic reaction records. describe an organic reaction: reactants, conditions, products, and yield Starting materials: NC=1SC=C(C1C(=O)OCC)C1=CC=CC=C1 (ethyl 2-amino-4-phenyl-thiophene-3-carboxylate), C(C)N (ethylamine), C1(=CC=CC=C1)C=1C(=C(SC1)NC(=O)NC)C(=O)OCC (ethyl 4-phenyl-2-(N'-methylureido)thiophene-3-carboxylate), CN (methylamine). Yields the product C(C)NC(NC=1SC=C(C1C(=O)OCC)C1=CC=CC=C1)=O (ethyl 2-(N'-ethylureido)-4-phenyl-thiophene-3-carboxylate). As a reaction SMILES: [C:1]1([C:7]2[C:8]([C:17]([O:19][CH2:20][CH3:21])=[O:18])=[C:9]([NH:12][C:13]([NH:15][CH3:16])=[O:14])[S:10][CH:11]=2)[CH:6]=[CH:5][CH:4]=[CH:3][CH:2]=1.N[C:23]1SC=C(C2C=CC=CC=2)C=1C(OCC)=O.CN.C(N)C>>[CH2:16]([NH:15][C:13](=[O:14])[NH:12][C:9]1[S:10][CH:11]=[C:7]([C:1]2[CH:2]=[CH:3][CH:4]=[CH:5][CH:6]=2)[C:8]=1[C:17]([O:19][CH2:20][CH3:21])=[O:18])[CH3:23]. Procedure details: In exactly the same manner ethyl 4-phenyl-2-(N'-methylureido)thiophene-3-carboxylate. m.p. 109°-12° C. and ethyl 2-(N'-ethylureido)-4-phenyl-thiophene-3-carboxylate M.p. 129°-33° C. were prepared from ethyl 2-amino-4-phenyl-thiophene-3-carboxylate (Gewald et. al., Chem. Ber. 99, 94 (1966) and methylamine and ethylamine respectively. Reactants: CC=1C(=C2C=CN=CC2=CC1)N (6-methyl-5-isoquinolylamine), CC=1C(=C2C=CN=CC2=CC1)N (6-methyl-5-isoquinolylamine), N (ammonia), [S-]C#N.[NH4+] (ammonium thiocyanate), C(C1=CC=CC=C1)(=O)Cl (benzoyl chloride). The solvent is CC(=O)C (acetone), C(C)O (ethanol), CC(=O)C (acetone). Yields the product CC=1C(=C2C=CN=CC2=CC1)NC(=S)N (N-[6-Methylisoquinol-5-yl]thiourea). The yield is 94.4%. As a reaction SMILES: [S-:1][C:2]#[N:3].[NH4+].C(Cl)(=O)C1C=CC=CC=1.[CH3:14][C:15]1[C:16]([NH2:25])=[C:17]2[C:22](=[CH:23][CH:24]=1)[CH:21]=[N:20][CH:19]=[CH:18]2.N>CC(C)=O.C(O)C>[CH3:14][C:15]1[C:16]([NH:25][C:2]([NH2:3])=[S:1])=[C:17]2[C:22](=[CH:23][CH:24]=1)[CH:21]=[N:20][CH:19]=[CH:18]2 |f:0.1|. Reported procedure: 1.7 g of ammonium thiocyanate are dissolved in 30 ml of acetone, 2.6 ml of benzoyl chloride are then added and the reaction mixture is heated at reflux for 15 minutes. 2.7 g of 6-methyl-5-isoquinolylamine (Compound 28), dissolved in 20 ml of acetone, are added. The reaction mixture is heated for 30 minutes and then evaporated to dryness. The residue is taken up in water and the remaining precipitate is filtered off. The compound thus obtained is deprotected with 10 ml of a 30% ammonia solution a... Product: ClC=1C=C(C=CC1OCC1=C(C=CC=C1)F)NC1=NC=NC2=CC=CC(=C12)O[C@@H](CN(C(C)=O)C)C (N-((2R)-2-{[4-({3-Chloro-4-[(2-fluorobenzyl)oxy]phenyl}amino)quinazolin-5-yl]oxy}propyl)-N-methylacetamide). Starting materials: ClC=1C=C(C=CC1O)NC1=NC=NC2=CC=CC(=C12)O[C@@H](CN(C(C)=O)C)C (N-[(2R)-2-({4-[(3-chloro-4-hydroxyphenyl)amino]quinazolin-5-yl}oxy)propyl]-N-methylacetamide), FC1=C(CCl)C=CC=C1 (2-fluorobenzyl chloride). Reported procedure: The procedure described in Example 3 was repeated using N-[(2R)-2-({4-[(3-chloro-4-hydroxyphenyl)amino]quinazolin-5-yl}oxy)propyl]-N-methylacetamide (obtained as described for in Example 50, preparation of starting materials) and 2-fluorobenzyl chloride to give the title compound in 72% yield; NMR spectrum (DMSO-d6) 1.37 (d, 3H), 1.94 (s, 3H), 3.04 (s, 3H), 3.30 (1H obscured by H2O), 4.20 (dd, 1H), 5.07 (m, 1H), 5.25 (s, 2H), 7.27 (m, 5H), 7.43 (m, 1H), 7.59 (t, 1H), 7.67 (dd, 1H), 7.70 (t, 1H),... The yield is 72.0%. RXN SMILES: [Cl:1][C:2]1[CH:3]=[C:4]([NH:9][C:10]2[C:19]3[C:14](=[CH:15][CH:16]=[CH:17][C:18]=3[O:20][C@H:21]([CH3:28])[CH2:22][N:23]([CH3:27])[C:24](=[O:26])[CH3:25])[N:13]=[CH:12][N:11]=2)[CH:5]=[CH:6][C:7]=1[OH:8].[F:29][C:30]1[CH:37]=[CH:36][CH:35]=[CH:34][C:31]=1[CH2:32]Cl>>[Cl:1][C:2]1[CH:3]=[C:4]([NH:9][C:10]2[C:19]3[C:14](=[CH:15][CH:16]=[CH:17][C:18]=3[O:20][C@H:21]([CH3:28])[CH2:22][N:23]([CH3:27])[C:24](=[O:26])[CH3:25])[N:13]=[CH:12][N:11]=2)[CH:5]=[CH:6][C:7]=1[O:8][CH2:32][C:31]1[CH:34]=[CH:35][CH:36]=[CH:37][C:30]=1[F:29]. Reactants: CCOc1ccc(Oc2ncnc3c2cnn3C2CCNCC2)c(F)c1, CCN(C(C)C)C(C)C, O=C(Cl)OC1CCCC1, ClCCl, O=C(O)C(F)(F)F, O. Product: CCOc1ccc(Oc2ncnc3c2cnn3C2CCN(C(=O)OC3CCCC3)CC2)c(F)c1. As a reaction SMILES: [CH2:17]([CH3:18])[O:19][c:20]1[cH:21][c:22]([F:42])[c:23]([O:24][c:25]2[c:26]3[c:27]([n:28][cH:29][n:30]2)[n:31]([CH:34]2[CH2:35][CH2:36][NH:37][CH2:38][CH2:39]2)[n:32][cH:33]3)[cH:40][cH:41]1.[CH:43]([N:44]([CH:45]([CH3:46])[CH3:47])[CH2:48][CH3:49])([CH3:50])[CH3:51].[Cl:1][C:2](=[O:3])[O:4][CH:5]1[CH2:6][CH2:7][CH2:8][CH2:9]1.[Cl:53][CH2:54][Cl:55].[F:10][C:11]([F:12])([F:13])[C:14]([OH:15])=[O:16].[OH2:52]>>[C:2](=[O:3])([O:4][CH:5]1[CH2:6][CH2:7][CH2:8][CH2:9]1)[N:37]1[CH2:36][CH2:35][CH:34]([n:31]2[c:27]3[c:26]([c:25]([O:24][c:23]4[c:22]([F:42])[cH:21][c:20]([O:19][CH2:17][CH3:18])[cH:41][cH:40]4)[n:30][cH:29][n:28]3)[cH:33][n:32]2)[CH2:39][CH2:38]1. Reactants: C(C(C)C)C1=CC=C(C=C1)C(CCCCCCC(=O)C1=CN(C2=CC=CC=C12)CCCC(=O)OCC)CCC (ethyl 4-[3-[8-(4-isobutylphenyl)undecanoyl]1-indolyl]butyrate), Cl (hydrochloric acid), 15, solution, [OH-].[Na+] (sodium hydroxide). Solvent: C(C)O (ethanol), O1CCOCC1 (1,4-dioxane). Yields the product C(C(C)C)C1=CC=C(C=C1)C(CCCCCCC(=O)C1=CN(C2=CC=CC=C12)CCCC(=O)O)CCC (4-[3-[8-(4-isobutylphenyl)-undecanoyl]1-indolyl]butyric acid). As a reaction SMILES: [CH2:1]([C:5]1[CH:10]=[CH:9][C:8]([CH:11]([CH2:37][CH2:38][CH3:39])[CH2:12][CH2:13][CH2:14][CH2:15][CH2:16][CH2:17][C:18]([C:20]2[C:28]3[C:23](=[CH:24][CH:25]=[CH:26][CH:27]=3)[N:22]([CH2:29][CH2:30][CH2:31][C:32]([O:34]CC)=[O:33])[CH:21]=2)=[O:19])=[CH:7][CH:6]=1)[CH:2]([CH3:4])[CH3:3].[OH-].[Na+].Cl>C(O)C.O1CCOCC1>[CH2:1]([C:5]1[CH:10]=[CH:9][C:8]([CH:11]([CH2:37][CH2:38][CH3:39])[CH2:12][CH2:13][CH2:14][CH2:15][CH2:16][CH2:17][C:18]([C:20]2[C:28]3[C:23](=[CH:24][CH:25]=[CH:26][CH:27]=3)[N:22]([CH2:29][CH2:30][CH2:31][C:32]([OH:34])=[O:33])[CH:21]=2)=[O:19])=[CH:7][CH:6]=1)[CH:2]([CH3:4])[CH3:3] |f:1.2|. Procedure details: A mixture of ethyl 4-[3-[8-(4-isobutylphenyl)undecanoyl]1-indolyl]butyrate obtained in Ex. 15 (44 mg) and 1N solution of sodium hydroxide (0.5 ml) in ethanol (1 ml) and 1,4-dioxane (2 ml) was stirred at room temperature for 3 hours. The mixture was then acidified with diluted hydrochloric acid and extracted with ethyl acetate. The organic solution was washed with water and brine, and dried over magnesium sulfate. Evaporation of the solvent afforded 4-[3-[8-(4-isobutylphenyl)-undecanoyl]1-indolyl... The reactants are CC1=C(C(=CC(=C1)C(CC)=O)C)O (2,6-dimethyl-4-propionylphenol), Cl.COC1=CC=C(C=C1)NN (4-methoxyphenylhydrazine hydrochloride), O (Water). Run in C(C)(C)O (isopropanol). The product is OC1=C(C=C(C=C1C)C=1NC2=CC=C(C=C2C1C)OC)C (2-(4-hydroxy-3,5-dimethylphenyl)-5-methoxy-3-methylindole). Yield: 72.0%. As a reaction SMILES: [CH3:1][C:2]1[CH:7]=[C:6]([C:8](=O)[CH2:9][CH3:10])[CH:5]=[C:4]([CH3:12])[C:3]=1[OH:13].Cl.[CH3:15][O:16][C:17]1[CH:22]=[CH:21][C:20]([NH:23]N)=[CH:19][CH:18]=1.O>C(O)(C)C>[OH:13][C:3]1[C:2]([CH3:1])=[CH:7][C:6]([C:8]2[NH:23][C:20]3[C:21]([C:9]=2[CH3:10])=[CH:22][C:17]([O:16][CH3:15])=[CH:18][CH:19]=3)=[CH:5][C:4]=1[CH3:12] |f:1.2|. Procedure: 5.1 g of 2,6-dimethyl-4-propionylphenol and 5.0 g of 4-methoxyphenylhydrazine hydrochloride were dispersed in 30 ml of isopropanol, and the dispersion was refluxed for 20 hours in a nitrogen stream. Water was added to the reaction mixture, and the precipitated crystals were collected by filtration. The crystals were dissolved in ethyl acetate, and washed with a 5% aqueous sodium hydroxide solution, water, 2N hydrochloric acid and water. The organic layer was dried, and the solvent was evaporated... The reactants are [Br-], CCCCBr, CCCC[Mg+], COCCOc1ccc(-c2cn3nc(Cl)ccc3n2)cc1, [Cl-], Cl[Ni]Cl, I, [Mg], [NH4+], C1CCOC1. Yields the product CCCCc1ccc2nc(-c3ccc(OCCOC)cc3)cn2n1. As a reaction SMILES: [Br-:22].[Br:28][CH2:29][CH2:30][CH2:31][CH3:32].[CH2:23]([CH2:24][CH2:25][CH3:26])[Mg+:27].[CH3:1][O:2][CH2:3][CH2:4][O:5][c:6]1[cH:7][cH:8][c:9](-[c:12]2[n:13][c:14]3[n:15]([n:16][c:17]([Cl:20])[cH:18][cH:19]3)[cH:21]2)[cH:10][cH:11]1.[Cl-:35].[Cl:42][Ni:43][Cl:44].[I:34].[Mg:33].[NH4+:36].[O:37]1[CH2:38][CH2:39][CH2:40][CH2:41]1>>[CH3:1][O:2][CH2:3][CH2:4][O:5][c:6]1[cH:7][cH:8][c:9](-[c:12]2[n:13][c:14]3[n:15]([n:16][c:17]([CH2:23][CH2:24][CH2:25][CH3:26])[cH:18][cH:19]3)[cH:21]2)[cH:10][cH:11]1.